From a dataset of the Open Reaction Database (ORD), a public repository of structured organic reaction records. describe an organic reaction: reactants, conditions, products, and yield Reactants: C([O-])(O)=O.[Na+] (sodium bicarbonate), F[B-](F)(F)F.O=[N+]=O (Nitronium tetrafluoroborate), ice, C1(CCC1)OC1=C(C#N)C=CC(=C1OC)OC (2-cyclobutyloxy-3,4-dimethoxybenzonitrile). Run in C(C)#N (acetonitrile). Conditions: time 1 hour. Yields the product C(#N)C1=C(C=C(C(=C1OC1CCC1)OC)OC)[N+](=O)[O-] (2-Cyano-3-cyclobutyloxy-4,5-dimethoxynitrobenzene). The yield is 53.4%. Reaction SMILES: F[B-](F)(F)F.[O:6]=[N+:7]=[O:8].[CH:9]1([O:13][C:14]2[C:21]([O:22][CH3:23])=[C:20]([O:24][CH3:25])[CH:19]=[CH:18][C:15]=2[C:16]#[N:17])[CH2:12][CH2:11][CH2:10]1.C(=O)(O)[O-].[Na+]>C(#N)C>[C:16]([C:15]1[C:14]([O:13][CH:9]2[CH2:12][CH2:11][CH2:10]2)=[C:21]([O:22][CH3:23])[C:20]([O:24][CH3:25])=[CH:19][C:18]=1[N+:7]([O-:8])=[O:6])#[N:17] |f:0.1,3.4|. Procedure details: Nitronium tetrafluoroborate (4.64 g, 0.035 mol) was added portionwise to an ice cooled solution of 2-cyclobutyloxy-3,4-dimethoxybenzonitrile (6.28 g, 0.027 mol) in acetonitrile (150 ml) and the reaction stirred for 1 hour. Saturated aqueous sodium bicarbonate solution (150 ml) was added and the mixture extracted with ethyl acetate (400 ml). The combined organic extracts were washed with water (150 ml), dried (MgSO4), filtered and evaporated under reduced pressure to give a dark brown oil. The cr... Reactants: CO, CN1CCCC1=O, BrCC1CC1, [H-], [Na+], OC1CCC2(CC1)OCCO2, O. The product is C1COC2(CCC(OCC3CC3)CC2)O1. As a reaction SMILES: [CH3:19][OH:20].[CH3:21][N:22]1[CH2:23][CH2:24][CH2:25][C:26]1=[O:27].[CH:12]1([CH2:15][Br:16])[CH2:13][CH2:14]1.[H-:17].[Na+:18].[O:1]1[CH2:2][CH2:3][O:4][C:5]12[CH2:6][CH2:7][CH:8]([OH:11])[CH2:9][CH2:10]2.[OH2:28]>>[O:1]1[CH2:2][CH2:3][O:4][C:5]12[CH2:6][CH2:7][CH:8]([O:11][CH2:15][CH:12]1[CH2:13][CH2:14]1)[CH2:9][CH2:10]2. The reactants are COC=1C(=CC(=C(C1)C(=O)N1CCOCC1)C(F)(F)F)[N+](=O)[O-] ((5-methoxy-4-nitro-2-(trifluoromethyl)phenyl)(morpholino)methanone), O.O.Cl[Sn]Cl (SnCl2.2H2O), [OH-].[Na+] (sodium hydroxide), C(Cl)Cl (DCM). Solvent: C(C)O (ethanol), O (water). Conditions: temperature 65 celsius. The product is NC1=CC(=C(C=C1OC)C(=O)N1CCOCC1)C(F)(F)F ((4-amino-5-methoxy-2-(trifluoromethyl)phenyl)(morpholino)methanone). Yield: 79.0%. As a reaction SMILES: [CH3:1][O:2][C:3]1[C:4]([N+:21]([O-])=O)=[CH:5][C:6]([C:17]([F:20])([F:19])[F:18])=[C:7]([C:9]([N:11]2[CH2:16][CH2:15][O:14][CH2:13][CH2:12]2)=[O:10])[CH:8]=1.O.O.Cl[Sn]Cl.[OH-].[Na+].C(Cl)Cl>C(O)C.O>[NH2:21][C:4]1[C:3]([O:2][CH3:1])=[CH:8][C:7]([C:9]([N:11]2[CH2:12][CH2:13][O:14][CH2:15][CH2:16]2)=[O:10])=[C:6]([C:17]([F:20])([F:19])[F:18])[CH:5]=1 |f:1.2.3,4.5|. Procedure details: To (5-methoxy-4-nitro-2-(trifluoromethyl)phenyl)(morpholino)methanone (349 mg, 1.04 mmol) in ethanol (20 mL) and water (2 mL) was added SnCl2.2H2O (941 mg, 4.16 mmol). The mixture was heated to 65° C. for 2 h and then 2 M aqueous sodium hydroxide solution (20 mL) and DCM (20 mL) were added. The organic phase was passed through a hydrophobic frit and the solvent was removed in vacuo to give (4-amino-5-methoxy-2-(trifluoromethyl)phenyl)(morpholino)methanone (250 mg, 79%) as an off-white solid. LCM...